Dataset: the Open Reaction Database (ORD), a public repository of structured organic reaction records. Task: describe an organic reaction: reactants, conditions, products, and yield Yields the product C(C)OC(=O)[C@H]1NC2CCCCC2C1 ((2S)-2-ethoxycarbonylperhydroindole). RXN SMILES: Cl.[CH2:2]([O:4][C:5]([C@@H:7]1[CH2:15][C:14]2[C:9](=[CH:10][CH:11]=[CH:12][CH:13]=2)[NH:8]1)=[O:6])[CH3:3].C>O>[CH2:2]([O:4][C:5]([C@@H:7]1[CH2:15][CH:14]2[CH:9]([CH2:10][CH2:11][CH2:12][CH2:13]2)[NH:8]1)=[O:6])[CH3:3] |f:0.1|. Starting materials: C (charcoal), Cl.C(C)OC(=O)[C@H]1NC2=CC=CC=C2C1 ((2S)-2-ethoxycarbonylindoline hydrochloride). Reported procedure: The (2S)-2-ethoxycarbonylindoline hydrochloride obtained is hydrogenated in solution in 150 ml of water in the presence of 2 g of palladinised charcoal for 8 hours at 45° C. under 50 kg/cm2 pressure. Solvent: O (water). The reactants are N1C(CNCC1)=O (piperazin-2-one), ClC1=C(C(=C(C(=C1OC(CN1C(CC(C1)C1=CC=C(C=C1)Cl)=O)=O)Cl)Cl)Cl)Cl (2-[4-(p-chlorophenyl)-2-oxopyrrolidin-1-yl]-acetic acid pentachlorophenyl ester). The solvent is CN(C=O)C (dimethylformamide). Reaction conditions: time 5 hour. The product is ClC1=CC=C(C=C1)C1CC(N(C1)CC(=O)N1CC(NCC1)=O)=O (1-[4-(p-chlorophenyl)-2-oxopyrrolidin-1-ylacetyl]-3-oxopiperazine). RXN SMILES: [NH:1]1[CH2:6][CH2:5][NH:4][CH2:3][C:2]1=[O:7].ClC1C([O:15][C:16](=O)[CH2:17][N:18]2[CH2:22][CH:21]([C:23]3[CH:28]=[CH:27][C:26]([Cl:29])=[CH:25][CH:24]=3)[CH2:20][C:19]2=[O:30])=C(Cl)C(Cl)=C(Cl)C=1Cl>CN(C)C=O>[Cl:29][C:26]1[CH:25]=[CH:24][C:23]([CH:21]2[CH2:22][N:18]([CH2:17][C:16]([N:4]3[CH2:5][CH2:6][NH:1][C:2](=[O:7])[CH2:3]3)=[O:15])[C:19](=[O:30])[CH2:20]2)=[CH:28][CH:27]=1. Procedure: 4.46 g (44.6 mmol) of piperazin-2-one (ketopiperazine) and 300 ml of dimethylformamide are added to 22.4 g (44.6 mmol) of 2-[4-(p-chlorophenyl)-2-oxopyrrolidin-1-yl]-acetic acid pentachlorophenyl ester and the whole is stirred for 5 hours at room temperature. The whole is concentrated to dryness by evaporation under reduced pressure at 70°, stirred with 150 ml of ethyl acetate for 1 hour and then 150 ml of diethyl ether are added; the whole is filtered with suction, washed with 50 ml of diethyl ... Reactants: C(C1=CC=CC=C1)OCCCCNCCCCOCC1=CC=CC=C1 (bis(4-(benzyloxy)butyl)amine), O1CCOCC1 (Dioxane), PdOH2. Run in O (Water). Conditions: time 18 hour. Product: N(CCCCO)CCCCO (4,4′-azanediylbis(butan-1-ol)). Reaction SMILES: C([O:8][CH2:9][CH2:10][CH2:11][CH2:12][NH:13][CH2:14][CH2:15][CH2:16][CH2:17][O:18]CC1C=CC=CC=1)C1C=CC=CC=1.O1CCOCC1>O>[NH:13]([CH2:14][CH2:15][CH2:16][CH2:17][OH:18])[CH2:12][CH2:11][CH2:10][CH2:9][OH:8]. Procedure details: To a solution of bis(4-(benzyloxy)butyl)amine (300 mg, 0.879 mmol) was in a mixed solvent of Dioxane (5 ml)/Water (5 mL), was added PdOH2 (30.8 mg, 0.044 mmol). The reaction was stirred under H2 at 40 PSI for 18 h. LC-MS showed no starting material and formation of desired product. The mixture was filtered through a pad of celite, washed with dioxane/water (10 mL, 1/1). The filtrate was concentrated and dried over high vacuum pump to give the titled compound (130 mg, 0.806 mmol, 92% yield). LC-M... The reactants are C(C)OC(CC(=O)O)=O (malonic acid mono ethyl ester), C[O-].[Mg+2].C[O-] (magnesium methoxide), O1CCCC1 (tetrahydrofuran), C(CCCCCCCC=CCC=CCC=CCC)OC1=CC=C(S1)C(=O)N1C=NC=C1 (N-[5-(9,12,15-octadecatrien-1-yloxy)-2-thenoyl]imidazole). The solvent is CO (methanol). Product: C(C)OC(CC(=O)C1=CC=C(S1)OCCCCCCCCC=CCC=CCC=CCC)=O (5-(9,12,15-octadecatrien-1-yloxy)then-2-oylacetic acid ethyl ester). Reaction SMILES: [CH2:1]([O:3][C:4](=[O:9])[CH2:5][C:6]([OH:8])=O)[CH3:2].C[O-].[Mg+2].C[O-].O1CCCC1.[CH2:20]([O:38][C:39]1[S:43][C:42](C(N2C=CN=C2)=O)=[CH:41][CH:40]=1)[CH2:21][CH2:22][CH2:23][CH2:24][CH2:25][CH2:26][CH2:27][CH:28]=[CH:29][CH2:30][CH:31]=[CH:32][CH2:33][CH:34]=[CH:35][CH2:36][CH3:37]>CO>[CH2:1]([O:3][C:4](=[O:9])[CH2:5][C:6]([C:42]1[S:43][C:39]([O:38][CH2:20][CH2:21][CH2:22][CH2:23][CH2:24][CH2:25][CH2:26][CH2:27][CH:28]=[CH:29][CH2:30][CH:31]=[CH:32][CH2:33][CH:34]=[CH:35][CH2:36][CH3:37])=[CH:40][CH:41]=1)=[O:8])[CH3:2] |f:1.2.3|. Procedure details: A mixture of 14.5 g (0.110 mole) of malonic acid mono ethyl ester, 19.0 g (0.220 mole) of magnesium methoxide and anhydrous tetrahydrofuran is heated with stirring under nitrogen allowing the methanol produced to distill off. To this mixture is added 45.0 g (0.105 mole) of N-[5-(9,12,15-octadecatrien-1-yloxy)-2-thenoyl]imidazole with stirring and cooling on an ice bath for four hours. The solvent is removed and the residue diluted with ice-concentrated HCl (1:1) solution to give 5-(9,12,15-octad... The reactants are BrCC1=C(C=CC=C1)C(C(=O)OC)=COC (methyl 2-(2-bromomethylphenyl)-3-methoxyacrylate), ice water n-pentane, C[O-].[Na+] (sodium methoxide), CON=C(C(C)=NO)CC(=C)C (5-methylhex-5-en-2,3-dione 3-(O-methyloxime) 2-oxime). The solvent is CN(C)C=O (DMF), CN(C)C=O (DMF). Reaction conditions: temperature 23 celsius, time 30 minute. The product is COC=C(C(=O)OC)C1=C(C=CC=C1)C(C)ON=CC(CC(=C)C)=NOC (methyl 3-methoxy-2-[2-(2-methoxyimino-1,4-dimethylpent-4-enylideneaminooxymethyl)-phenyl]acrylate). Reaction SMILES: [CH3:1][O-].[Na+].[CH3:4][O:5][N:6]=[C:7]([CH2:12][C:13]([CH3:15])=[CH2:14])[C:8](=[N:10][OH:11])C.Br[CH2:17][C:18]1[CH:23]=[CH:22][CH:21]=[CH:20][C:19]=1[C:24](=[CH:29][O:30][CH3:31])[C:25]([O:27][CH3:28])=[O:26]>CN(C=O)C>[CH3:31][O:30][CH:29]=[C:24]([C:19]1[CH:20]=[CH:21][CH:22]=[CH:23][C:18]=1[CH:17]([O:11][N:10]=[CH:8][C:7](=[N:6][O:5][CH3:4])[CH2:12][C:13]([CH3:15])=[CH2:14])[CH3:1])[C:25]([O:27][CH3:28])=[O:26] |f:0.1|. Reported procedure: 112.2 g of a 30% strength methanolic solution of sodium methoxide were added to 11.5 g of 5-methylhex-5-ene-2,3-dione 3-(O-methyloxime) 2-oxime from Example 4 in 55 ml of DMF, and the mixture was stirred at 23° C. for 30 minutes. 21.3 g of methyl 2-(2-bromomethylphenyl)-3-methoxyacrylate (preparation: see U.S. Pat. No. 5,286,894) in 400 ml of DMF were subsequently added dropwise (temperature increase to up to 35° C.), and the reaction solution was stirred at 23° C. for one hour and then poured i... Reactants: BrC1=CC(=C(C(=O)O)C=C1)C (4-bromo-2-methylbenzoic acid), CC=1C=CC(=CC1)S(=O)(=O)O.O (p-TsOH.H2O). Solvent: CO (methanol). The product is COC(C1=C(C=C(C=C1)Br)C)=O (4-bromo-2-methyl-benzoic acid methyl ester). The yield is 1135.0%. RXN SMILES: [Br:1][C:2]1[CH:10]=[CH:9][C:5]([C:6]([OH:8])=[O:7])=[C:4]([CH3:11])[CH:3]=1.[CH3:12]C1C=CC(S(O)(=O)=O)=CC=1.O>CO>[CH3:12][O:7][C:6](=[O:8])[C:5]1[CH:9]=[CH:10][C:2]([Br:1])=[CH:3][C:4]=1[CH3:11] |f:1.2|. Procedure details: To a solution of 4-bromo-2-methylbenzoic acid (2.0 g, 9.3 mmol) in methanol (20 mL) was added p-TsOH.H2O (90 mg, 0.50 mmol). The mixture was heated at reflux overnight. Methanol was evaporated and the residue was purified by chromatography on silica gel (3% ethyl acetate in petroleum ether) to afford 4-bromo-2-methyl-benzoic acid methyl ester (1.3 g, 61%). 1H NMR (CDCl3, 300 MHz) δ 7.78 (d, J=8.4 Hz, 1H), 7.41-7.36 (m, 2H), 3.89 (s, 3H), 2.57 (s, 3H). The reactants are C(=O)(C=1NC=CN1)C=1NC=CN1 (Carbonyl diimidazole), C(C)(C)(C)OC(=O)N(CCF)CC1=CC=C2C=CC(=C(C2=C1)CC(=O)O)Cl ((7-{[tert-butoxycarbonyl-(2-fluoro-ethyl)-amino]-methyl}-2-chloro-naphthalen-1-yl)-acetic acid), N (ammonia). Run in CN(C)C=O (DMF). Reaction conditions: time 2 hour. Yields the product C(C)(C)(C)OC(N(CCF)CC1=CC2=C(C(=CC=C2C=C1)Cl)CC(N)=O)=O ((8-Carbamoylmethyl-7-chloro-naphthalen-2-ylmethyl)-(2-fluoro-ethyl)-carbamic acid tert-butyl ester). RXN SMILES: C(C1NC=CN=1)(C1[NH:4]C=CN=1)=O.[C:13]([O:17][C:18]([N:20]([CH2:24][C:25]1[CH:34]=[C:33]2[C:28]([CH:29]=[CH:30][C:31]([Cl:39])=[C:32]2[CH2:35][C:36](O)=[O:37])=[CH:27][CH:26]=1)[CH2:21][CH2:22][F:23])=[O:19])([CH3:16])([CH3:15])[CH3:14].N>CN(C=O)C>[C:13]([O:17][C:18](=[O:19])[N:20]([CH2:24][C:25]1[CH:26]=[CH:27][C:28]2[C:33](=[C:32]([CH2:35][C:36](=[O:37])[NH2:4])[C:31]([Cl:39])=[CH:30][CH:29]=2)[CH:34]=1)[CH2:21][CH2:22][F:23])([CH3:16])([CH3:15])[CH3:14]. Reported procedure: Carbonyl diimidazole (95 mg, 0.58 mmol) was added at RT under an atmosphere of argon to a solution of (7-{[tert-butoxycarbonyl-(2-fluoro-ethyl)-amino]-methyl}-2-chloro-naphthalen-1-yl)-acetic acid (210 mg, 0.53 mmol) in DMF (2.0 ml). After 2 h at RT, concentrated aqueous ammonia (4.3 ml) is added, and the mixture is stirred for 15 minutes at RT. The emulsion is extracted with EtOAc. The organic layer is washed with brine and dried over Na2SO4. After concentration, the residue is purified by FCC ...